This data is from the Open Reaction Database (ORD), a public repository of structured organic reaction records. The task is: describe an organic reaction: reactants, conditions, products, and yield The reactants are N1(N=NC=C1)CCNC1=NC=C(C(=N1)[C@H](CC1=CC(=CC(=C1)F)F)NC(CN1N=C(C=2C(CCC(C12)(F)F)(F)F)C(F)F)=O)C=1C=CC(=C(C(=O)N)C1)F ((S)-5-(2-((2-(1H-1,2,3-triazol-1-yl)ethyl)amino)-4-(1-(2-(3-(difluoromethyl)-4,4,7,7-tetrafluoro-4,5,6,7-tetrahydro-1H-indazol-1-yl)acetamido)-2-(3,5-difluorophenyl)ethyl)pyrimidin-5-yl)-2-fluorobenzamide), O1CC(CC1)N (tetrahydrofuran-3-amine), BrC=1C(=NC(=NC1)S(=O)(=O)C)[C@H](CC1=CC(=CC(=C1)F)F)NC(OC(C)(C)C)=O ((S)-tert-butyl (1-(5-bromo-2-(methylsulfonyl)pyrimidin-4-yl)-2-(3,5-difluorophenyl)ethyl)carbamate). The product is FC(C1=NN(C=2C(CCC(C12)(F)F)(F)F)CC(=O)N[C@@H](CC1=CC(=CC(=C1)F)F)C1=NC(=NC=C1C=1C=CC(=C(C(=O)N)C1)F)NC1COCC1)F (5-(4-((S)-1-(2-(3-(difluoromethyl)-4,4,7,7-tetrafluoro-4,5,6,7-tetrahydro-1H-indazol-1-yl)acetamido)-2-(3,5-difluorophenyl)ethyl)-2-((tetrahydrofuran-3-yl)amino)pyrimidin-5-yl)-2-fluorobenzamide). RXN SMILES: N1([CH2:6][CH2:7][NH:8][C:9]2[N:14]=[C:13]([C@@H:15]([NH:25][C:26](=[O:44])[CH2:27][N:28]3[C:36]4[C:35]([F:38])([F:37])[CH2:34][CH2:33][C:32]([F:40])([F:39])[C:31]=4[C:30]([CH:41]([F:43])[F:42])=[N:29]3)[CH2:16][C:17]3[CH:22]=[C:21]([F:23])[CH:20]=[C:19]([F:24])[CH:18]=3)[C:12]([C:45]3[CH:46]=[CH:47][C:48]([F:54])=[C:49]([CH:53]=3)[C:50]([NH2:52])=[O:51])=[CH:11][N:10]=2)C=CN=N1.[O:55]1CC[CH:57](N)[CH2:56]1.BrC1C([C@@H](NC(=O)OC(C)(C)C)CC2C=C(F)C=C(F)C=2)=NC(S(C)(=O)=O)=NC=1>>[F:43][CH:41]([F:42])[C:30]1[C:31]2[C:32]([F:40])([F:39])[CH2:33][CH2:34][C:35]([F:37])([F:38])[C:36]=2[N:28]([CH2:27][C:26]([NH:25][C@H:15]([C:13]2[C:12]([C:45]3[CH:46]=[CH:47][C:48]([F:54])=[C:49]([CH:53]=3)[C:50]([NH2:52])=[O:51])=[CH:11][N:10]=[C:9]([NH:8][CH:7]3[CH2:57][CH2:56][O:55][CH2:6]3)[N:14]=2)[CH2:16][C:17]2[CH:22]=[C:21]([F:23])[CH:20]=[C:19]([F:24])[CH:18]=2)=[O:44])[N:29]=1. Reported procedure: The title compound (25) was prepared according to the method presented for the synthesis of compound 23F of Example 23 starting with tetrahydrofuran-3-amine and 23B. 1H NMR (400 MHz, CD3OD) δ 8.71 (d, J=7.6 Hz, 1H), 8.06 (s, 1H), 7.43-7.26 (m, 2H), 7.24-7.14 (m, 1H), 6.95-6.63 (m, 2H), 6.42 (d, J=5.9 Hz, 2H), 5.22 (m, 1H), 5.04 (s, 2H), 4.66 (m, 1H), 4.01 (m, 2H), 3.93-3.84 (m, 1H), 3.76 (m, 1H), 3.02 (m, 2H), 2.51 (m, 4H), 2.37 (m, 1H), 1.99 (m, 1H). MS (m/z) 742.15 [M+H]+. The reactants are ClC=1N=C(C2=C(N1)C=C(S2)CNC)N2CCOCC2 (1-(2-Chloro-4-morpholinothieno[3,2-d]pyrimidin-6-yl)-N-methylmethanamine), C(C)(=O)Cl (acetyl chloride), N1C=CC2=CC(=CC=C12)B(O)O (indole-5-boronic acid). The product is N1C=CC2=CC(=CC=C12)C=1N=C(C2=C(N1)C=C(S2)CN(C(C)=O)C)N2CCOCC2 (N-((2-(1H-indol-5-yl)-4-morpholinothieno[3,2-d]pyrimidin-6-yl)methyl)-N-methylacetamide). The yield is 44.0%. RXN SMILES: Cl[C:2]1[N:3]=[C:4]([N:14]2[CH2:19][CH2:18][O:17][CH2:16][CH2:15]2)[C:5]2[S:10][C:9]([CH2:11][NH:12][CH3:13])=[CH:8][C:6]=2[N:7]=1.[C:20](Cl)(=[O:22])[CH3:21].[NH:24]1[C:32]2[C:27](=[CH:28][C:29](B(O)O)=[CH:30][CH:31]=2)[CH:26]=[CH:25]1>>[NH:24]1[C:32]2[C:27](=[CH:28][C:29]([C:2]3[N:3]=[C:4]([N:14]4[CH2:19][CH2:18][O:17][CH2:16][CH2:15]4)[C:5]4[S:10][C:9]([CH2:11][N:12]([CH3:13])[C:20](=[O:22])[CH3:21])=[CH:8][C:6]=4[N:7]=3)=[CH:30][CH:31]=2)[CH:26]=[CH:25]1. Procedure: 1-(2-Chloro-4-morpholinothieno[3,2-d]pyrimidin-6-yl)-N-methylmethanamine 55 from Example 11a was reacted with acetyl chloride (1.2 eq) followed by Suzuki coupling of indole-5-boronic acid as per General Procedure K. Complete reaction was confirmed by LCMS and the reaction was concentrated in vacuo to give 33.1 mg of 392 after RP-HPLC purification (44% yield). MS (Q1) 422.2 (M)+ As a reaction SMILES: [CH2:35]1[CH2:36][CH2:37][NH:38][CH2:39][CH2:40]1.[CH3:1][c:2]1[c:3]([CH2:13][CH2:14][O:15][c:16]2[cH:17][cH:18][c:19]([CH:20]=[O:21])[cH:22][cH:23]2)[n:4][c:5](-[c:7]2[cH:8][cH:9][cH:10][cH:11][cH:12]2)[o:6]1.[CH3:24][C:25]([CH2:26][C:27]([CH3:28])=[O:29])=[O:30].[CH3:31][C:32](=[O:33])[OH:34].[CH3:41][c:42]1[cH:43][cH:44][cH:45][cH:46][cH:47]1>>[CH3:1][c:2]1[c:3]([CH2:13][CH2:14][O:15][c:16]2[cH:17][cH:18][c:19]([CH:20]=[C:26]([C:25]([CH3:24])=[O:30])[C:27]([CH3:28])=[O:29])[cH:22][cH:23]2)[n:4][c:5](-[c:7]2[cH:8][cH:9][cH:10][cH:11][cH:12]2)[o:6]1. Product: CC(=O)C(=Cc1ccc(OCCc2nc(-c3ccccc3)oc2C)cc1)C(C)=O. The reactants are C1CCNCC1, Cc1oc(-c2ccccc2)nc1CCOc1ccc(C=O)cc1, CC(=O)CC(C)=O, CC(=O)O, Cc1ccccc1. The reactants are C(C)(C)(C)OOC(C1=CC=C(C=C1)C(C1=CC=CC=C1)=O)=O (t-butyl-4-benzoylperbenzoate), C(CCC)(=O)C1=CC=C(C(=O)O)C=C1 (ρ-butyryl benzoic acid). Product: C(C)(C)(C)OOC(C1=CC=C(C=C1)C(CCC)=O)=O (Tert-butyl-ρ-butyrylperbenzoate). Reaction SMILES: [C:1]([O:5][O:6][C:7](=[O:22])[C:8]1[CH:13]=[CH:12][C:11]([C:14](=[O:21])[C:15]2C=CC=[CH:17][CH:16]=2)=[CH:10][CH:9]=1)([CH3:4])([CH3:3])[CH3:2].C(C1C=CC(C(O)=O)=CC=1)(=O)CCC>>[C:1]([O:5][O:6][C:7](=[O:22])[C:8]1[CH:9]=[CH:10][C:11]([C:14](=[O:21])[CH2:15][CH2:16][CH3:17])=[CH:12][CH:13]=1)([CH3:3])([CH3:2])[CH3:4]. Procedure: Tert-butyl-ρ-butyrylperbenzoate is prepared by the above-discussed procedure for the preparation of t-butyl-4-benzoylperbenzoate, except that the acid employed is ρ-butyryl benzoic acid and is purified by chromatography over neutral aluminum oxide with dichloromethane-ether (5:1) as eluent. The perester obtained is a yellow oil which solidifies after several months in the refrigerator. Product: O=C(O)c1cccc(-c2ccccc2F)c1. Starting materials: CC(C)(C)O, Cl, Cc1cccc(-c2ccccc2F)c1, [K+], O=[Mn](=O)(=O)[O-], [Na+], O, O=S([O-])O. RXN SMILES: [C:28]([OH:29])([CH3:30])([CH3:31])[CH3:32].[ClH:26].[F:1][c:2]1[c:3](-[c:8]2[cH:9][c:10]([CH3:14])[cH:11][cH:12][cH:13]2)[cH:4][cH:5][cH:6][cH:7]1.[K+:20].[Mn:15](=[O:16])([O-:17])(=[O:18])=[O:19].[Na+:25].[OH2:27].[S:21](=[O:22])([OH:23])[O-:24]>>[F:1][c:2]1[c:3](-[c:8]2[cH:9][c:10]([C:14]([OH:16])=[O:27])[cH:11][cH:12][cH:13]2)[cH:4][cH:5][cH:6][cH:7]1.